This data is from the Open Reaction Database (ORD), a public repository of structured organic reaction records. The task is: describe an organic reaction: reactants, conditions, products, and yield Product: CC(c1ccc(C(=O)NCC(=O)O)cc1Cl)C(O)(c1ccc2oc(=O)n(C)c2c1)C(F)(F)F. The reactants are CC(c1ccc(C(=O)NCC(=O)OC(C)(C)C)cc1Cl)C(O)(c1ccc2oc(=O)n(C)c2c1)C(F)(F)F, ClCCl, O=C(O)C(F)(F)F. RXN SMILES: [C:1]([CH3:2])([CH3:3])([CH3:4])[O:5][C:6]([CH2:7][NH:8][C:9]([c:10]1[cH:11][c:12]([Cl:35])[c:13]([CH:16]([C:17]([C:18]([F:19])([F:20])[F:21])([c:22]2[cH:23][cH:24][c:25]3[c:26]([n:27]([CH3:31])[c:28](=[O:30])[o:29]3)[cH:32]2)[OH:33])[CH3:34])[cH:14][cH:15]1)=[O:36])=[O:37].[Cl:45][CH2:46][Cl:47].[OH:38][C:39]([C:40]([F:41])([F:42])[F:43])=[O:44]>>[O:5]=[C:6]([CH2:7][NH:8][C:9]([c:10]1[cH:11][c:12]([Cl:35])[c:13]([CH:16]([C:17]([C:18]([F:19])([F:20])[F:21])([c:22]2[cH:23][cH:24][c:25]3[c:26]([n:27]([CH3:31])[c:28](=[O:30])[o:29]3)[cH:32]2)[OH:33])[CH3:34])[cH:14][cH:15]1)=[O:36])[OH:37]. Isolated yield 75.0%. Yields the product BrC=1C=C(C=CC1)[Li] (3-bromophenyllithium), BrC=1C=C(C=CC1)[Si](C1=CC=2C3=CC=CC=C3C3=CC=CC=C3C2C=C1)(C1=CC=CC=C1)C1=CC=CC=C1 ((3-bromophenyl)diphenyl(triphenylen-2-yl)silane). Reported procedure: Into a suspension of 2-bromotriphenylene (7.28 g, 23.70 mmol) in ether (50 mL) was added n-butyllithium solution in hexane (14.81 mL, 23.70 mmol) dropwise at −78° C. The suspension was gradually warmed to 0° C. and stirred for 3 hours to yield a solution of triphenylenyllithium. In a separate flask a solution of 3-bromophenyllithium was prepared by dropwise addition of n-butyllithium solution in hexane (14.81 mL, 23.70 mmol) into a solution of 1,3-dibromobenzene (2.87 mL, 23.70 mmol) in ether (5... As a reaction SMILES: C([Li:5])CCC.CCCCCC.[Br:12][C:13]1[CH:18]=[CH:17][CH:16]=[C:15]([Br:19])[CH:14]=1.Cl[Si:21](Cl)([C:28]1[CH:33]=[CH:32][CH:31]=[CH:30][CH:29]=1)[C:22]1[CH:27]=[CH:26][CH:25]=[CH:24][CH:23]=1.[C:35]1([Li])[C:52]2[C:51]3[C:46](=[CH:47][CH:48]=[CH:49][CH:50]=3)[C:45]3[C:40](=[CH:41][CH:42]=[CH:43][CH:44]=3)[C:39]=2[CH:38]=[CH:37][CH:36]=1.Cl[SiH](Cl)C1C=CC=CC=1>CCOCC>[Br:12][C:13]1[CH:14]=[C:15]([Li:5])[CH:16]=[CH:17][CH:18]=1.[Br:19][C:15]1[CH:14]=[C:13]([Si:21]([C:28]2[CH:29]=[CH:30][CH:31]=[CH:32][CH:33]=2)([C:22]2[CH:27]=[CH:26][CH:25]=[CH:24][CH:23]=2)[C:36]2[CH:37]=[CH:38][C:39]3[C:40]4[C:45](=[CH:44][CH:43]=[CH:42][CH:41]=4)[C:46]4[C:51](=[CH:50][CH:49]=[CH:48][CH:47]=4)[C:52]=3[CH:35]=2)[CH:18]=[CH:17][CH:16]=1. The solvent is CCOCC (ether), CCOCC (ether). Run at time 2.5 hour. Reactants: C(CCC)[Li] (n-butyllithium), CCCCCC (hexane), BrC1=CC(=CC=C1)Br (1,3-dibromobenzene), Cl[Si](C1=CC=CC=C1)(C1=CC=CC=C1)Cl (dichlorodiphenylsilane), Cl[SiH](C1=CC=CC=C1)Cl (dichlorophenylsilane), C1(=CC=CC=2C3=CC=CC=C3C3=CC=CC=C3C12)[Li] (triphenylenyllithium). Reactants: CN([SiH](C)C)[Si](C)(C)C, C[Si](C)(C)Cl, COCC(=O)CCCCCCC1=CC(O)CC1=O, c1ccncc1. The product is COCC(=O)CCCCCCC1=CC(O[Si](C)(C)C)CC1=O. RXN SMILES: [CH3:19][SiH:20]([CH3:21])[N:26]([Si:22]([CH3:23])([CH3:24])[CH3:25])[CH3:27].[Cl:28][Si:29]([CH3:30])([CH3:31])[CH3:32].[OH:1][CH:2]1[CH:3]=[C:4]([CH2:8][CH2:9][CH2:10][CH2:11][CH2:12][CH2:13][C:14]([CH2:15][O:16][CH3:17])=[O:18])[C:5](=[O:7])[CH2:6]1.[cH:33]1[cH:34][cH:35][n:36][cH:37][cH:38]1>>[O:1]([CH:2]1[CH:3]=[C:4]([CH2:8][CH2:9][CH2:10][CH2:11][CH2:12][CH2:13][C:14]([CH2:15][O:16][CH3:17])=[O:18])[C:5](=[O:7])[CH2:6]1)[Si:22]([CH3:23])([CH3:24])[CH3:25]. Reactants: Cc1cscn1, CCCCCC, [Cl-], [NH4+], C1CCOC1, CON(C)C(=O)Cc1ccc2c(c1)OCO2. The product is Cc1csc(C(=O)Cc2ccc3c(c2)OCO3)n1. RXN SMILES: [CH3:1][c:2]1[cH:3][s:4][cH:5][n:6]1.[CH3:25][CH2:26][CH2:27][CH2:28][CH2:29][CH3:30].[Cl-:23].[NH4+:24].[O:31]1[CH2:32][CH2:33][CH2:34][CH2:35]1.[O:7]1[CH2:8][O:9][c:10]2[c:11]1[cH:12][cH:13][c:14]([CH2:16][C:17](=[O:18])[N:19]([O:20][CH3:21])[CH3:22])[cH:15]2>>[CH3:1][c:2]1[cH:3][s:4][c:5]([C:17]([CH2:16][c:14]2[cH:13][cH:12][c:11]3[c:10]([cH:15]2)[O:9][CH2:8][O:7]3)=[O:18])[n:6]1. Starting materials: CC1(CCCCOCc2ccccc2)CCCC(O)CO1, ClCCl, O=[Cr](=O)=O, c1ccncc1. The product is CC1(CCCCOCc2ccccc2)CCCC(=O)CO1. As a reaction SMILES: [CH2:1]([c:2]1[cH:3][cH:4][cH:5][cH:6][cH:7]1)[O:8][CH2:9][CH2:10][CH2:11][CH2:12][C:13]1([CH3:21])[O:14][CH2:15][CH:16]([OH:20])[CH2:17][CH2:18][CH2:19]1.[CH2:32]([Cl:33])[Cl:34].[O:28]=[Cr:29](=[O:30])=[O:31].[cH:22]1[cH:23][cH:24][n:25][cH:26][cH:27]1>>[CH2:1]([c:2]1[cH:3][cH:4][cH:5][cH:6][cH:7]1)[O:8][CH2:9][CH2:10][CH2:11][CH2:12][C:13]1([CH3:21])[O:14][CH2:15][C:16](=[O:20])[CH2:17][CH2:18][CH2:19]1.